This data is from the Open Reaction Database (ORD), a public repository of structured organic reaction records. The task is: describe an organic reaction: reactants, conditions, products, and yield Starting materials: C(C)(=O)N1C(C(C2=CC=CC=C12)=O)=CC1=C(C(=CC=C1)OC)[N+](=O)[O-] (1-acetyl-2-(3-methoxy-2-nitrophenylmethylene)-3-oxo-2,3-dihydroindole), CO (MeOH). Reagents/catalysts: [Pd] (Pd/C), [Pd] (Pd/C). Run at time 3 hour. Yields the product COC1=C2C=3N=C4C=CC=CC4=CC3N(C2=CC=C1)C(C)=O (6-Methoxy-10-acetylquindoline). Yield: 53.0%. As a reaction SMILES: [C:1]([N:4]1[C:12]2[C:7](=[CH:8][CH:9]=[CH:10][CH:11]=2)[C:6](=O)[C:5]1=[CH:14][C:15]1[CH:20]=[CH:19][CH:18]=[C:17](OC)[C:16]=1[N+:23]([O-])=O)(=[O:3])[CH3:2].[CH3:26][OH:27]>[Pd]>[CH3:26][O:27][C:8]1[CH:9]=[CH:10][CH:11]=[C:12]2[C:7]=1[C:6]1[N:23]=[C:16]3[C:15](=[CH:14][C:5]=1[N:4]2[C:1](=[O:3])[CH3:2])[CH:20]=[CH:19][CH:18]=[CH:17]3. Reported procedure: A suspension of 1-acetyl-2-(3-methoxy-2-nitrophenylmethylene)-3-oxo-2,3-dihydroindole from Example 35 (460 mg, 1.36 mmol), 10% Pd/C (70 mg) and MeOH (17 mL) was stirred under H2 at atmospheric pressure (balloon) for 3 hours. Additional Pd/C (70 mg) was added, a fresh balloon of H2 was attached and the mixture was stirred at room temperature overnight. The Pd/C catalyst was filtered over celite and the filtrate was evaporated. The resulting crude yellow product (209 mg, >100%) was purified by LPL... The reactants are ClC1=NC=CC=C1NC(OC(C)(C)C)=O (tert-butyl 2-chloropyridin-3-ylcarbamate), [N+](=O)([O-])C1=CC=C(N)C=C1 (4-nitroaniline), CC1(C2=CC=CC(=C2OC=2C(=CC=CC12)P(C1=CC=CC=C1)C1=CC=CC=C1)P(C1=CC=CC=C1)C1=CC=CC=C1)C (9,9-dimethyl-4,5-bis(diphenylphosphino)xanthene), CC(C)([O-])C.[Na+] (sodium tert-butoxide). The reagents and catalysts are C=1C=CC(=CC1)/C=C/C(=O)/C=C/C2=CC=CC=C2.C=1C=CC(=CC1)/C=C/C(=O)/C=C/C2=CC=CC=C2.C=1C=CC(=CC1)/C=C/C(=O)/C=C/C2=CC=CC=C2.[Pd].[Pd] (Pd2(dba)3). Solvent: C1(=CC=CC=C1)C (toluene), CC(C)O (2-propanol). Reaction conditions: temperature 100 celsius, time 8 hour. Yields the product [N+](=O)([O-])C1=CC=C(C=C1)N1C(NC=2C1=NC=CC2)=O (3-(4-nitrophenyl)-1,3-dihydro-2H-imidazo[4,5-b]pyridin-2-one). Yield: 35.7%. RXN SMILES: Cl[C:2]1[C:7]([NH:8][C:9](=[O:15])OC(C)(C)C)=[CH:6][CH:5]=[CH:4][N:3]=1.[N+:16]([C:19]1[CH:25]=[CH:24][C:22]([NH2:23])=[CH:21][CH:20]=1)([O-:18])=[O:17].CC1(C)C2C=CC=C(P(C3C=CC=CC=3)C3C=CC=CC=3)C=2OC2C1=CC=CC=2P(C1C=CC=CC=1)C1C=CC=CC=1.CC(C)([O-])C.[Na+]>C1(C)C=CC=CC=1.C1C=CC(/C=C/C(/C=C/C2C=CC=CC=2)=O)=CC=1.C1C=CC(/C=C/C(/C=C/C2C=CC=CC=2)=O)=CC=1.C1C=CC(/C=C/C(/C=C/C2C=CC=CC=2)=O)=CC=1.[Pd].[Pd].CC(O)C>[N+:16]([C:19]1[CH:25]=[CH:24][C:22]([N:23]2[C:2]3=[N:3][CH:4]=[CH:5][CH:6]=[C:7]3[NH:8][C:9]2=[O:15])=[CH:21][CH:20]=1)([O-:18])=[O:17] |f:3.4,6.7.8.9.10|. Procedure details: The mixture of tert-butyl 2-chloropyridin-3-ylcarbamate (10.0 g), 4-nitroaniline (8.0 g), 9,9-dimethyl-4,5-bis(diphenylphosphino)xanthene (2.53 g), Pd2(dba)3 (2 g) and sodium tert-butoxide (12.5 g) in toluene (160 mL)-2-propanol (40.0 mL) was stirred at 100° C. under Ar overnight. The reaction mixture was concentrated in vacuo. The residue was purified by column chromatography (silica gel, eluted with 0%-100% EtOAc in hexane) to give 3-(4-nitrophenyl)-1,3-dihydro-2H-imidazo[4,5-b]pyridin-2-one (... Starting materials: Cc1ccc(S(=O)(=O)OCC2Cc3cc(Cl)cc(-c4cccc(C)c4C)c3O2)cc1, CN, Cl. Yields the product CNCC1Cc2cc(Cl)cc(-c3cccc(C)c3C)c2O1. As a reaction SMILES: [CH3:2][c:3]1[cH:4][cH:5][c:6]([S:7]([O:8][CH2:13][CH:14]2[O:15][c:16]3[c:17]([cH:19][c:20]([Cl:31])[cH:21][c:22]3-[c:23]3[c:24]([CH3:30])[c:25]([CH3:29])[cH:26][cH:27][cH:28]3)[CH2:18]2)(=[O:9])=[O:10])[cH:11][cH:12]1.[CH3:32][NH2:33].[ClH:1]>>[CH2:13]([CH:14]1[O:15][c:16]2[c:17]([cH:19][c:20]([Cl:31])[cH:21][c:22]2-[c:23]2[c:24]([CH3:30])[c:25]([CH3:29])[cH:26][cH:27][cH:28]2)[CH2:18]1)[NH:33][CH3:32]. Reactants: CCN(C(C)C)C(C)C (DIPEA), ClC1=NC(=NC(=C1)Cl)C1=NC=CC=C1 (4,6-Dichloro-2-pyridin-2-yl-pyrimidine), ClC1=NC(=NC(=C1)Cl)C1=NC=CC=C1 (4,6-Dichloro-2-pyridin-2-yl-pyrimidine), N1C=C(C2=CC=CC=C12)CCN (2-(1H-indol-3-yl)-ethylamine), O (water). Run in CC(C)O (iPrOH). The product is ClC1=CC(=NC(=N1)C1=NC=CC=C1)NCCC1=CNC2=CC=CC=C12 ((6-Chloro-2-pyridin-2-yl-pyrimidin-4-yl)-[2-(1H-indol-3-yl)-ethyl]-amine). As a reaction SMILES: Cl[C:2]1[CH:7]=[C:6]([Cl:8])[N:5]=[C:4]([C:9]2[CH:14]=[CH:13][CH:12]=[CH:11][N:10]=2)[N:3]=1.[NH:15]1[C:23]2[C:18](=[CH:19][CH:20]=[CH:21][CH:22]=2)[C:17]([CH2:24][CH2:25][NH2:26])=[CH:16]1.CCN(C(C)C)C(C)C.O>CC(O)C>[Cl:8][C:6]1[N:5]=[C:4]([C:9]2[CH:14]=[CH:13][CH:12]=[CH:11][N:10]=2)[N:3]=[C:2]([NH:26][CH2:25][CH2:24][C:17]2[C:18]3[C:23](=[CH:22][CH:21]=[CH:20][CH:19]=3)[NH:15][CH:16]=2)[CH:7]=1. Procedure details: 4,6-Dichloro-2-pyridin-2-yl-pyrimidine (Intermediate F) (1 eq, 8.85 mmol, 2.0 g) and 2-(1H-indol-3-yl)-ethylamine (1 eq, 8.85 mmol, 1.42 g) are dissolved in iPrOH (10 ml). DIPEA (2 eq, 17.7 mmol, 2.29 g) is added and the resulting mixture is heated using microwave radiation at 130° C. for 20 min. The reaction mixture is added to water and extracted with EtOAc. The combined organic layers are washed with brine, dried (MgSO4), filtered, and concentrated in vacuo. The crude residue is crystallised ... Reactants: CNCC(=O)O, [Cu]I, O=C1C(C2=NS(=O)(=O)c3cc(I)ccc3N2)=C(O)C2C3CCC(C3)C2N1Cc1ccc(F)cc1, [K+], [K+], [K+], O=P([O-])([O-])[O-], O=S1(=O)CCCN1. Yields the product O=C1C(C2=NS(=O)(=O)c3cc(N4CCCS4(=O)=O)ccc3N2)=C(O)C2C3CCC(C3)C2N1Cc1ccc(F)cc1. Reaction SMILES: [CH3:1][NH:2][CH2:3][C:4](=[O:5])[OH:6].[Cu:56][I:57].[F:14][c:15]1[cH:16][cH:17][c:18]([CH2:19][N:20]2[CH:21]3[CH:22]4[CH2:23][CH2:24][CH:25]([CH:26]3[C:27]([OH:44])=[C:28]([C:31]3=[N:32][S:33](=[O:42])(=[O:43])[c:34]5[c:35]([cH:37][cH:38][c:39]([I:41])[cH:40]5)[NH:36]3)[C:29]2=[O:30])[CH2:45]4)[cH:46][cH:47]1.[K+:53].[K+:54].[K+:55].[P:48]([O-:49])([O-:50])([O-:51])=[O:52].[S:7]1(=[O:12])(=[O:13])[NH:8][CH2:9][CH2:10][CH2:11]1>>[S:7]1(=[O:12])(=[O:13])[N:8]([c:39]2[cH:38][cH:37][c:35]3[c:34]([cH:40]2)[S:33](=[O:42])(=[O:43])[N:32]=[C:31]([C:28]2=[C:27]([OH:44])[CH:26]4[CH:21]([N:20]([CH2:19][c:18]5[cH:17][cH:16][c:15]([F:14])[cH:47][cH:46]5)[C:29]2=[O:30])[CH:22]2[CH2:23][CH2:24][CH:25]4[CH2:45]2)[NH:36]3)[CH2:9][CH2:10][CH2:11]1. The reactants are CC1(CNC2=CC(=CC=C12)N1CCOCC1)C (4-(3,3-dimethylindolin-6-yl)morpholine), C=1C=CC(=CC1)P(C=2C=CC=CC2)C3=CC=C4C=CC=CC4=C3C5=C6C=CC=CC6=CC=C5P(C=7C=CC=CC7)C=8C=CC=CC8 (BINAP), ClC1=C(C(=NC2=C(C=CC=C12)C)C)C (4-chloro-2,3,8-trimethylquinoline), C([O-])([O-])=O.[Cs+].[Cs+] (cesium carbonate). Reagents/catalysts: C=1C=CC(=CC1)/C=C/C(=O)/C=C/C2=CC=CC=C2.C=1C=CC(=CC1)/C=C/C(=O)/C=C/C2=CC=CC=C2.C=1C=CC(=CC1)/C=C/C(=O)/C=C/C2=CC=CC=C2.[Pd].[Pd] (Pd2(dba)3). Solvent: O1CCOCC1 (1,4-dioxane). The product is CC1(CN(C2=CC(=CC=C12)N1CCOCC1)C1=C(C(=NC2=C(C=CC=C12)C)C)C)C (4-(3,3-dimethyl-6-(4-morpholinyl)-2,3-dihydro-1H-indol-1-yl)-2,3,8-trimethylquinoline). As a reaction SMILES: [CH3:1][C:2]1([CH3:17])[C:10]2[C:5](=[CH:6][C:7]([N:11]3[CH2:16][CH2:15][O:14][CH2:13][CH2:12]3)=[CH:8][CH:9]=2)[NH:4][CH2:3]1.Cl[C:19]1[C:28]2[C:23](=[C:24]([CH3:29])[CH:25]=[CH:26][CH:27]=2)[N:22]=[C:21]([CH3:30])[C:20]=1[CH3:31].C(=O)([O-])[O-].[Cs+].[Cs+].C1C=CC(P(C2C(C3C(P(C4C=CC=CC=4)C4C=CC=CC=4)=CC=C4C=3C=CC=C4)=C3C(C=CC=C3)=CC=2)C2C=CC=CC=2)=CC=1>O1CCOCC1.C1C=CC(/C=C/C(/C=C/C2C=CC=CC=2)=O)=CC=1.C1C=CC(/C=C/C(/C=C/C2C=CC=CC=2)=O)=CC=1.C1C=CC(/C=C/C(/C=C/C2C=CC=CC=2)=O)=CC=1.[Pd].[Pd]>[CH3:1][C:2]1([CH3:17])[C:10]2[C:5](=[CH:6][C:7]([N:11]3[CH2:16][CH2:15][O:14][CH2:13][CH2:12]3)=[CH:8][CH:9]=2)[N:4]([C:19]2[C:28]3[C:23](=[C:24]([CH3:29])[CH:25]=[CH:26][CH:27]=3)[N:22]=[C:21]([CH3:30])[C:20]=2[CH3:31])[CH2:3]1 |f:2.3.4,7.8.9.10.11|. Reported procedure: Prepared according to procedure T using 4-(3,3-dimethylindolin-6-yl)morpholine (0.151 g, 0.65 mmol), 4-chloro-2,3,8-trimethylquinoline (0.267 g, 1.3 mmol), cesium carbonate (0.424 g, 1.3 mmol), Pd2(dba)3 (0.060 g, 0.065 mmol) and (±) BINAP (0.061 g, 0.098 mmol) were added together in 1,4-dioxane (2 mL). Crude residue was purified via HPLC to give 4-(3,3-dimethyl-6-(4-morpholinyl)-2,3-dihydro-1H-indol-1-yl)-2,3,8-trimethylquinoline. 1H NMR (400 MHz, DMSO-d6) δ ppm 7.40 (1H, d, J=7.8 Hz), 7.34 (1H... Reactants: C(C1=CC=CC=C1)OC(=O)C=1C=C(C=CC1OC)CC(C(=O)OC)(C)C (Methyl 3-(3-benzyloxycarbonyl-4-methoxyphenyl)-2,2-dimethylpropanoate). The reagents and catalysts are [Pd] (palladium on activated carbon). The solvent is mixed solvent, C(C)O (ethanol), O1CCCC1 (tetrahydrofuran). Conditions: time 5 hour. Product: C(=O)(O)C=1C=C(C=CC1OC)CC(C(=O)OC)(C)C (Methyl 3-(3-carboxy-4-methoxyphenyl)-2,2-dimethylpropionate). The yield is 125.2%. Reaction SMILES: C([O:8][C:9]([C:11]1[CH:12]=[C:13]([CH2:19][C:20]([CH3:26])([CH3:25])[C:21]([O:23][CH3:24])=[O:22])[CH:14]=[CH:15][C:16]=1[O:17][CH3:18])=[O:10])C1C=CC=CC=1>C(O)C.O1CCCC1.[Pd]>[C:9]([C:11]1[CH:12]=[C:13]([CH2:19][C:20]([CH3:26])([CH3:25])[C:21]([O:23][CH3:24])=[O:22])[CH:14]=[CH:15][C:16]=1[O:17][CH3:18])([OH:10])=[O:8]. Procedure details: Methyl 3-(3-benzyloxycarbonyl-4-methoxyphenyl)-2,2-dimethylpropanoate (310 mg, 0.870 mmol) was dissolved in 7 ml of mixed solvent of ethanol with tetrahydrofuran at a ratio of 1:1, 10% palladium on activated carbon (20 mg) was added thereto, and normal pressure hydrogenation was conducted for 5 hours. After completion of the reaction, catalyst was filtered and the filtrate was concentrated to obtain 290 mg (90%) of the title compound as a colorless oil.